Dataset: the Open Reaction Database (ORD), a public repository of structured organic reaction records. Task: describe an organic reaction: reactants, conditions, products, and yield Starting materials: C(C)(=O)N[C@@H](CS(=O)(=O)C1=CC=C(C=C1)F)C(=O)OC (N-Acetyl-3-[(4-fluorophenyl)sulfonyl]alanine, Metyl Ester). Run in C(C)(=O)O (acetic acid), Cl (HCl). Conditions: time 2 hour. Product: C(C)(=O)N[C@@H](CS(=O)(=O)C1=CC=C(C=C1)F)C(=O)O (N-Acetyl-3-[(4-fluorophenyl)sulfonyl]alanine). Isolated yield 99.6%. Reaction SMILES: [C:1]([NH:4][C@H:5]([C:17]([O:19]C)=[O:18])[CH2:6][S:7]([C:10]1[CH:15]=[CH:14][C:13]([F:16])=[CH:12][CH:11]=1)(=[O:9])=[O:8])(=[O:3])[CH3:2]>C(O)(=O)C.Cl>[C:1]([NH:4][C@H:5]([C:17]([OH:19])=[O:18])[CH2:6][S:7]([C:10]1[CH:15]=[CH:14][C:13]([F:16])=[CH:12][CH:11]=1)(=[O:8])=[O:9])(=[O:3])[CH3:2]. Procedure: A solution of the title compound of Example 11a (17.9 g, 59.0 mmol) in glacial acetic acid (135 mL) and concentrated HCl (135 mL), was heated to 7 degrees C. for 2 hours. The solution was concentrated under a stream of N2 to yield the title compound as a white solid (17.0 g, quant. yield): MS MH+ calcd. for C11H12NO5SF: 290, found 290. HRMS calc. for C11H13NO5SF: 290.0499, found: 290.0520. The reactants are C(C1=CC=CC=C1)OC1=C(C(=O)NC2=C(C(=O)OC(C)(C)C)C=CC(=C2)C2=CC=CC=C2)C=C(C=C1)OCCN1CCN(CC1)C (tert-butyl 2-(2-(benzyloxy)-5-(2-(4-methylpiperazin-1-yl)ethoxy)benzamido)-4-phenylbenzoate). Reagents/catalysts: [C].[Pd] (palladium-carbon). Run in CO (methanol). Conditions: time 5 hour. Product: OC1=C(C(=O)NC2=C(C(=O)OC(C)(C)C)C=CC(=C2)C2=CC=CC=C2)C=C(C=C1)OCCN1CCN(CC1)C (tert-butyl 2-(2-hydroxy-5-(2-(4-methylpiperazin-1-yl)ethoxy)benzamido)-4-phenylbenzoate). Reaction SMILES: C([O:8][C:9]1[CH:36]=[CH:35][C:34]([O:37][CH2:38][CH2:39][N:40]2[CH2:45][CH2:44][N:43]([CH3:46])[CH2:42][CH2:41]2)=[CH:33][C:10]=1[C:11]([NH:13][C:14]1[CH:26]=[C:25]([C:27]2[CH:32]=[CH:31][CH:30]=[CH:29][CH:28]=2)[CH:24]=[CH:23][C:15]=1[C:16]([O:18][C:19]([CH3:22])([CH3:21])[CH3:20])=[O:17])=[O:12])C1C=CC=CC=1>[C].[Pd].CO>[OH:8][C:9]1[CH:36]=[CH:35][C:34]([O:37][CH2:38][CH2:39][N:40]2[CH2:45][CH2:44][N:43]([CH3:46])[CH2:42][CH2:41]2)=[CH:33][C:10]=1[C:11]([NH:13][C:14]1[CH:26]=[C:25]([C:27]2[CH:28]=[CH:29][CH:30]=[CH:31][CH:32]=2)[CH:24]=[CH:23][C:15]=1[C:16]([O:18][C:19]([CH3:20])([CH3:21])[CH3:22])=[O:17])=[O:12] |f:1.2|. Procedure details: To a methanol (8.0 mL) solution of the obtained tert-butyl 2-(2-(benzyloxy)-5-(2-(4-methylpiperazin-1-yl)ethoxy)benzamido)-4-phenylbenzoate, 10% palladium-carbon (0.75 g) was added, followed by stirring under a hydrogen atmosphere at room temperature for 5 hours. The insoluble substance was removed by filtration, and then the solvent was evaporated under reduced pressure. The obtained residue was purified by silica gel column chromatography [Kanto Chemical Co., Inc., silica gel 60 (spherical), e... Starting materials: product, Cl.N1(CCCCC1)CCCCl (3-piperidinopropylchloride hydrochloride), C([O-])([O-])=O.[K+].[K+] (potassium carbonate), [I-].[K+] (potassium iodide), NCCC1=CC=C(C=C1)O (Tyramine), ClC1=CC=NC2=CC(=CC=C12)Cl (4,7-dichloroquinoline), [I-].[K+] (potassium iodide). Run in CN(C=O)C (N,N-dimethylformamide), C1(=CC=CC=C1)O (phenol). Yields the product ClC1=CC=C2C(=CC=NC2=C1)NCCC1=CC=C(C=C1)OCCCN1CCCCC1 (7-Chloro-4-(2-(4-(3-piperidinopropoxy)phenyl)ethylamino)quinoline). Reaction SMILES: [NH2:1][CH2:2][CH2:3][C:4]1[CH:9]=[CH:8][C:7]([OH:10])=[CH:6][CH:5]=1.Cl[C:12]1[C:21]2[C:16](=[CH:17][C:18]([Cl:22])=[CH:19][CH:20]=2)[N:15]=[CH:14][CH:13]=1.[I-].[K+].Cl.[N:26]1([CH2:32][CH2:33][CH2:34]Cl)[CH2:31][CH2:30][CH2:29][CH2:28][CH2:27]1.C(=O)([O-])[O-].[K+].[K+]>C1(O)C=CC=CC=1.CN(C)C=O>[Cl:22][C:18]1[CH:17]=[C:16]2[C:21]([C:12]([NH:1][CH2:2][CH2:3][C:4]3[CH:9]=[CH:8][C:7]([O:10][CH2:34][CH2:33][CH2:32][N:26]4[CH2:31][CH2:30][CH2:29][CH2:28][CH2:27]4)=[CH:6][CH:5]=3)=[CH:13][CH:14]=[N:15]2)=[CH:20][CH:19]=1 |f:2.3,4.5,6.7.8|. Reported procedure: Tyramine (10 mmol), 4,7-dichloroquinoline, and catalytic amounts of potassium iodide were melted in 10 g of phenol at 150° C. for 12 hours. The residue was crystallized with hydrochloric acid from ethyl acetate/water. The product (5 mmol), 3-piperidinopropylchloride hydrochloride (5 mmol), potassium carbonate (15 mmol), and catalytic amounts of potassium iodide were refluxed in N,N-dimethylformamide for 22 hours. The solvent was evaporated and the residue purified by flash chromatography (eluent... The reactants are ClCCl, CC(C)(C)S(N)=O, Cc1cccc(C=O)n1, [Cu+2], O=S(=O)([O-])[O-]. As a reaction SMILES: [CH2:17]([Cl:18])[Cl:19].[CH3:1][C:2]([CH3:3])([CH3:4])[S:5](=[O:6])[NH2:7].[CH3:8][c:9]1[cH:10][cH:11][cH:12][c:13]([CH:15]=[O:16])[n:14]1.[Cu+2:25].[S:20]([O-:21])([O-:22])(=[O:23])=[O:24]>>[CH3:1][C:2]([CH3:3])([CH3:4])[S:5](=[O:6])[N:7]=[CH:15][c:13]1[cH:12][cH:11][cH:10][c:9]([CH3:8])[n:14]1. The product is Cc1cccc(C=NS(=O)C(C)(C)C)n1. Reactants: [H][H] (hydrogen), NC(COCC(CC1=CC=CC=C1)NC(OCC1=CC=CC=C1)=O)=O ((±)-phenylmethyl [1-[(2-amino-2-oxoethoxy)methyl]-2-phenylethyl]-carbamate), C(=O)(OCC1=CC=CC=C1)N1[C@H](C(=O)O)CCC1 (carbobenzyloxyproline), ON1N=NC2=C1C=CC=C2 (1-hydroxybenzotriazole), C1(CCCCC1)N=C=NC1CCCCC1 (dicyclohexylcarbodiimide). Reagents/catalysts: [Pd] (palladium on carbon). The solvent is CO (methanol). Conditions: temperature 0 celsius, time 14 hour. Yields the product NC(COCC(CC1=CC=CC=C1)NC(=O)[C@H]1N(CCC1)C(=O)OCC1=CC=CC=C1)=O ((2S)-phenylmethyl 2-[[[1-[(2-amino-2-oxoethoxy)methyl]-2-phenylethyl]amino]carbonyl]-1-pyrrolidinecarboxylate). As a reaction SMILES: [NH2:1][C:2](=[O:25])[CH2:3][O:4][CH2:5][CH:6]([NH:14]C(=O)OCC1C=CC=CC=1)[CH2:7][C:8]1[CH:13]=[CH:12][CH:11]=[CH:10][CH:9]=1.[H][H].[C:28]([N:38]1[CH2:45][CH2:44][CH2:43][C@H:39]1[C:40]([OH:42])=O)([O:30][CH2:31][C:32]1[CH:37]=[CH:36][CH:35]=[CH:34][CH:33]=1)=[O:29].ON1C2C=CC=CC=2N=N1.C1(N=C=NC2CCCCC2)CCCCC1>[Pd].CO>[NH2:1][C:2](=[O:25])[CH2:3][O:4][CH2:5][CH:6]([NH:14][C:40]([C@@H:39]1[CH2:43][CH2:44][CH2:45][N:38]1[C:28]([O:30][CH2:31][C:32]1[CH:33]=[CH:34][CH:35]=[CH:36][CH:37]=1)=[O:29])=[O:42])[CH2:7][C:8]1[CH:9]=[CH:10][CH:11]=[CH:12][CH:13]=1. Reported procedure: A stirred suspension of 1.52 g (0.0044 mol) of (±)-phenylmethyl [1-[(2-amino-2-oxoethoxy)methyl]-2-phenylethyl]-carbamate and 0.35 g of 20% palladium on carbon in a 100 ml of methanol is exposed to hydrogen gas for 15 minutes, the suspension is purged with nitrogen gas, filtered, and the solvent evaporated in vacuo at 30° C. The residue is dissolved in 100 ml of dichloromethane, the solution is cooled to 0° C. and 1.196 g (0.0048 mol) of carbobenzyloxyproline, 0.734 g (0.0048 mol) of 1-hydroxybe... The yield is 94.0%. Starting materials: SC(C(=O)N[C@@H](CS)C(=O)O)(C)C (N-(2-mercapto-2-methylpropionyl)-L-cysteine), C(C)(=O)O (acetic acid). Reported procedure: To a solution of N-(2-mercapto-2-methylpropionyl)-L-cysteine (1.0 g) in ether(3 ml), diazomethane dissolved in ether(12 ml) was added dropwise under ice-cooling. After the addition, acetic acid was added to the reaction mixture. The reaction mixture was washed with saturated sodium hydrogen carbonate solution and saturated sodium chloride solution, dried over anhydrous sodium sulfate and concentrated in vacuo. The oily residue was purified by a silica gel column chromatography to give 1.0 g(94%)... Reaction SMILES: [SH:1][C:2]([CH3:13])([CH3:12])[C:3]([NH:5][C@H:6]([C:9]([OH:11])=[O:10])[CH2:7][SH:8])=[O:4].[C:14](O)(=O)C>CCOCC.[N+](=C)=[N-]>[CH3:14][O:10][C:9](=[O:11])[C@H:6]([CH2:7][SH:8])[NH:5][C:3](=[O:4])[C:2]([SH:1])([CH3:13])[CH3:12]. Yields the product COC([C@@H](NC(C(C)(C)S)=O)CS)=O (N-(2-Mercapto-2-Methylpropionyl)-L-Cysteine Methyl Ester). The solvent is CCOCC (ether), [N+](=[N-])=C (diazomethane), CCOCC (ether). The reactants are BrCC=1OC=C(C(C1)=O)O (2-(Bromomethyl)-5-hydroxy-4H-pyran-4-one), CN1CCNCC1 (1-methylpiperazine). The solvent is O1CCCC1 (tetrahydrofurane). Conditions: temperature 75 celsius, time 2 hour. Yields the product Br.OC=1C(C=C(OC1)CN1CCN(CC1)C)=O (5-Hydroxy-2-((4-methylpiperazin-1-yl)methyl)-4H-pyran-4-one hydrobromide). The yield is 81.9%. As a reaction SMILES: [Br:1][CH2:2][C:3]1[O:4][CH:5]=[C:6]([OH:10])[C:7](=[O:9])[CH:8]=1.[CH3:11][N:12]1[CH2:17][CH2:16][NH:15][CH2:14][CH2:13]1>O1CCCC1>[BrH:1].[OH:10][C:6]1[C:7](=[O:9])[CH:8]=[C:3]([CH2:2][N:15]2[CH2:16][CH2:17][N:12]([CH3:11])[CH2:13][CH2:14]2)[O:4][CH:5]=1 |f:3.4|. Reported procedure: 2-(Bromomethyl)-5-hydroxy-4H-pyran-4-one 21 (0.5 g, 2.4 mmol), 1-methylpiperazine (0.3 mL, 2.4 mmol) and tetrahydrofurane (12 mL) were charged in a 250 ml round-bottomed flask equipped with a magnetic stirrer. The reaction mixture was stirred for 2 h at 75° C. The reaction mixture was cooled and the precipitate was filtered to give after drying 5-hydroxy-2-((4-methylpiperazin-1-yl)methyl)-4H-pyran-4-one hydrobromide 23 (0.6 g, 83% yield) as a beige solid. A cesium salt was prepared by adding to ... The reactants are O=C([O-])[O-], CCC(C)=O, O=C(c1ccc(OCCCCl)cc1)C1CC1, [I-], [K+], [K+], [K+], OC1CCNC1. Product: O=C(c1ccc(OCCCN2CCC(O)C2)cc1)C1CC1. RXN SMILES: [C:23](=[O:24])([O-:25])[O-:26].[CH3:31][C:32](=[O:33])[CH2:34][CH3:35].[Cl:1][CH2:2][CH2:3][CH2:4][O:5][c:6]1[cH:7][cH:8][c:9]([C:12](=[O:13])[CH:14]2[CH2:15][CH2:16]2)[cH:10][cH:11]1.[I-:30].[K+:27].[K+:28].[K+:29].[OH:17][CH:18]1[CH2:19][NH:20][CH2:21][CH2:22]1>>[CH2:2]([CH2:3][CH2:4][O:5][c:6]1[cH:7][cH:8][c:9]([C:12](=[O:13])[CH:14]2[CH2:15][CH2:16]2)[cH:10][cH:11]1)[N:20]1[CH2:19][CH:18]([OH:17])[CH2:22][CH2:21]1. Reactants: BrC1=CC(=C(C=C1)C(C(=O)OC)N1CCC2(CN(C(CO2)=O)C2CC2)CC1)F (methyl 2-(4-bromo-2-fluorophenyl)-2-(4-cyclopropyl-3-oxo-1-oxa-4,9-diazaspiro[5.5]undecan-9-yl)acetate), CC1(OB(OC1(C)C)C1=CC=C2C=CC=NC2=C1)C (7-(4,4,5,5-tetramethyl-1,3,2-dioxaborolan-2-yl)quinoline), C([O-])([O-])=O.[K+].[K+] (potassium carbonate). Reagents/catalysts: C1=CC=C(C=C1)P([C-]2C=CC=C2)C3=CC=CC=C3.C1=CC=C(C=C1)P([C-]2C=CC=C2)C3=CC=CC=C3.Cl[Pd]Cl.[Fe+2].C(Cl)Cl (PdCl2(dppf) CH2Cl2). Solvent: O1CCOCC1 (1,4-dioxane). The product is C1(CC1)N1C(COC2(C1)CCN(CC2)C(C(=O)OC)C2=C(C=C(C=C2)C2=CC=C1C=CC=NC1=C2)F)=O (Methyl 2-(4-cyclopropyl-3-oxo-1-oxa-4,9-diazaspiro[5.5]undecan-9-yl)-2-(2-fluoro-4-(quinolin-7-yl)phenyl)acetate). Reaction SMILES: Br[C:2]1[CH:7]=[CH:6][C:5]([CH:8]([N:13]2[CH2:27][CH2:26][C:16]3([O:21][CH2:20][C:19](=[O:22])[N:18]([CH:23]4[CH2:25][CH2:24]4)[CH2:17]3)[CH2:15][CH2:14]2)[C:9]([O:11][CH3:12])=[O:10])=[C:4]([F:28])[CH:3]=1.CC1(C)C(C)(C)OB([C:37]2[CH:46]=[C:45]3[C:40]([CH:41]=[CH:42][CH:43]=[N:44]3)=[CH:39][CH:38]=2)O1.C(=O)([O-])[O-].[K+].[K+]>O1CCOCC1.C1C=CC(P(C2C=CC=CC=2)[C-]2C=CC=C2)=CC=1.C1C=CC(P(C2C=CC=CC=2)[C-]2C=CC=C2)=CC=1.Cl[Pd]Cl.[Fe+2].C(Cl)Cl>[CH:23]1([N:18]2[CH2:17][C:16]3([CH2:26][CH2:27][N:13]([CH:8]([C:5]4[CH:6]=[CH:7][C:2]([C:37]5[CH:46]=[C:45]6[C:40]([CH:41]=[CH:42][CH:43]=[N:44]6)=[CH:39][CH:38]=5)=[CH:3][C:4]=4[F:28])[C:9]([O:11][CH3:12])=[O:10])[CH2:14][CH2:15]3)[O:21][CH2:20][C:19]2=[O:22])[CH2:25][CH2:24]1 |f:2.3.4,6.7.8.9.10|. Reported procedure: A solution of methyl 2-(4-bromo-2-fluorophenyl)-2-(4-cyclopropyl-3-oxo-1-oxa-4,9-diazaspiro[5.5]undecan-9-yl)acetate (2.53 mmol) in 1,4-dioxane (8 mL) was treated with 7-(4,4,5,5-tetramethyl-1,3,2-dioxaborolan-2-yl)quinoline (2.78 mmol), PdCl2(dppf)-CH2Cl2 adduct (0.126 mmol), and 2M aq potassium carbonate (7.58 mmol). The reaction vessel was purged with nitrogen and sealed, and the mixture irradiated in a Biotage Initiator Microwave at 120° C. for 15 min. The resulting black mixture was diluted... Yield: 28.5%. Run at time 90 minute. RXN SMILES: [F:1][C:2]1[CH:3]=[C:4]([N:14]2[CH2:18][C@H:17]([CH2:19][NH:20][C:21](NC)=[S:22])[O:16][C:15]2=[O:25])[CH:5]=[CH:6][C:7]=1[N:8]1[CH2:13][CH2:12][O:11][CH2:10][CH2:9]1.FC1C=C(N2C[C@H](CNC(=S)C)OC2=O)C=CC=1N1CCOCC1>O1CCOCC1>[F:1][C:2]1[CH:3]=[C:4]([N:14]2[CH2:18][C@H:17]([CH2:19][NH:20][CH:21]=[S:22])[O:16][C:15]2=[O:25])[CH:5]=[CH:6][C:7]=1[N:8]1[CH2:9][CH2:10][O:11][CH2:12][CH2:13]1. Run in O1CCOCC1 (dioxane). Yields the product FC=1C=C(C=CC1N1CCOCC1)N1C(O[C@H](C1)CNC=S)=O ((S)-N-[[3-[3-Fluoro-4-(4-morpholinyl)phenyl]-2-oxo-5-oxazolidinyl]methyl]-thioformamide). Reported procedure: A stirred mixture of 6 (0.38 g, 0.00118 mol) in dioxane (20 mL), under nitrogen was treated with 4 (0.51 g, 0.00126 mol), warmed to reflux during 30 min and kept at this temperature for 90 min. It was then evaporated under a stream of nitrogen. The residue was chromatographed on silica gel with 1.25% MeOH—CH2Cl2 and the slightly impure product was rechromatographed on silica gel with 25% EtOAc—CH2Cl2. The resulting product was crystallized from EtOAc-methyl tert-butyl ether to give 0.114 g of 7:... The reactants are FC=1C=C(C=CC1N1CCOCC1)N1C(O[C@H](C1)CNC(=S)NC)=O ((S)-N-[[3-[3-Fluoro-4-(4-morpholinyl)phenyl]-2-oxo-5-oxazolidinyl]methyl]-N′-methylthiourea), FC=1C=C(C=CC1N1CCOCC1)N1C(O[C@H](C1)CNC(C)=S)=O ((S)-N -[[3-[3-Fluoro-4-(4-morpholinyl)phenyl]-2-oxo-5-oxazolidinyl]methyl]thioacetamide).